Task: describe an organic reaction: reactants, conditions, products, and yield. Dataset: the Open Reaction Database (ORD), a public repository of structured organic reaction records The reactants are Cc1nc2sccn2c1C(=O)NCC1NCC2CC(C)CC21, O=C(O)c1ccccc1-c1ccc(F)cc1. Product: Cc1nc2sccn2c1C(=O)NCC1C2CC(C)CC2CN1C(=O)c1ccccc1-c1ccc(F)cc1. RXN SMILES: [CH3:1][CH:2]1[CH2:3][CH:4]2[CH2:5][NH:6][CH:7]([CH2:10][NH:11][C:12](=[O:13])[c:14]3[c:15]([CH3:22])[n:16][c:17]4[s:18][cH:19][cH:20][n:21]34)[CH:8]2[CH2:9]1.[F:23][c:24]1[cH:25][cH:26][c:27](-[c:30]2[c:31]([C:36](=[O:37])[OH:38])[cH:32][cH:33][cH:34][cH:35]2)[cH:28][cH:29]1>>[CH3:1][CH:2]1[CH2:3][CH:4]2[CH2:5][N:6]([C:36]([c:31]3[c:30](-[c:27]4[cH:26][cH:25][c:24]([F:23])[cH:29][cH:28]4)[cH:35][cH:34][cH:33][cH:32]3)=[O:37])[CH:7]([CH2:10][NH:11][C:12](=[O:13])[c:14]3[c:15]([CH3:22])[n:16][c:17]4[s:18][cH:19][cH:20][n:21]34)[CH:8]2[CH2:9]1. The reactants are [H-].C(C(C)C)[Al+]CC(C)C (Diisobutylaluminium hydride), C(C)OC(/C(=C(\CC)/[C@H]1[C@@H](C1)C1=CC(=C(C=C1)Cl)Cl)/F)=O ((±)-Ethyl-(2Z)-3-[trans-2-(3,4-dichlorophenyl)cyclopropyl]-2-fluoropent-2-enoate), Cl (hydrochloric acid). The solvent is ClCCl (dichloromethane). The product is ClC=1C=C(C=CC1Cl)[C@H]1[C@@H](C1)\C=C(\CO)/F ((±)-(2Z)-3-[trans-2-(3,4-dichlorophenyl)cyclopropyl]-2-fluoroprop-2-en-1-ol). Yield: 104.6%. As a reaction SMILES: C([O:3][C:4](=O)/[C:5](/[F:20])=[C:6](/[C@@H:9]1[CH2:11][C@H:10]1[C:12]1[CH:17]=[CH:16][C:15]([Cl:18])=[C:14]([Cl:19])[CH:13]=1)\CC)C.[H-].C([Al+]CC(C)C)C(C)C.Cl>ClCCl>[Cl:19][C:14]1[CH:13]=[C:12]([C@@H:10]2[CH2:11][C@H:9]2/[CH:6]=[C:5](\[F:20])/[CH2:4][OH:3])[CH:17]=[CH:16][C:15]=1[Cl:18] |f:1.2|. Procedure: The above ester (4 g) was dissolved in dichloromethane (30 ml) and cooled to -20° under nitrogen. Diisobutylaluminium hydride (26 ml) was added dropwise. After 18 hours at 25° dilate hydrochloric acid was carefully added and the mixture worked up in the usual manner to give (±)-(2Z)-3-[trans-2-(3,4-dichlorophenyl)cyclopropyl]-2-fluoroprop-2-en-1-ol (3.3 g). NMR 1H: 7.32(1H,d), 7.17(1H,d), 6.90(1H,dd), 4.10(2H,dd), 3.60(1H,t), 1.90(2H,m), 1.20(2H,m). Reactants: N#N (N2), BrC1=CC(=C(C=C1)OC)[N+](=O)[O-] (4-bromo-1-(methyloxy)-2-nitrobenzene), CC1(C2=C(C(=CC=C2)P(C3=CC=CC=C3)C4=CC=CC=C4)OC5=C(C=CC=C51)P(C6=CC=CC=C6)C7=CC=CC=C7)C (XANTPHOS), C(=O)([O-])[O-].[Cs+].[Cs+] (Cs2CO3), C(C)(C)N1CCNCC1 (1-isopropylpiperazine). Reagents/catalysts: C=1C=CC(=CC1)/C=C/C(=O)/C=C/C2=CC=CC=C2.C=1C=CC(=CC1)/C=C/C(=O)/C=C/C2=CC=CC=C2.C=1C=CC(=CC1)/C=C/C(=O)/C=C/C2=CC=CC=C2.[Pd].[Pd] (Pd2(dba)3). Run in O1CCOCC1 (1,4-dioxane), C(C)(=O)OCC (ethyl acetate). Run at temperature 90 celsius. The product is CC(C)N1CCN(CC1)C1=CC(=C(C=C1)OC)[N+](=O)[O-] (1-(1-methylethyl)-4-[4-(methyloxy)-3-nitrophenyl]piperazine). The yield is 54.8%. As a reaction SMILES: N#N.Br[C:4]1[CH:9]=[CH:8][C:7]([O:10][CH3:11])=[C:6]([N+:12]([O-:14])=[O:13])[CH:5]=1.CC1(C)C2C(=C(P(C3C=CC=CC=3)C3C=CC=CC=3)C=CC=2)OC2C(P(C3C=CC=CC=3)C3C=CC=CC=3)=CC=CC1=2.C([O-])([O-])=O.[Cs+].[Cs+].[CH:63]([N:66]1[CH2:71][CH2:70][NH:69][CH2:68][CH2:67]1)([CH3:65])[CH3:64]>C(OCC)(=O)C.C1C=CC(/C=C/C(/C=C/C2C=CC=CC=2)=O)=CC=1.C1C=CC(/C=C/C(/C=C/C2C=CC=CC=2)=O)=CC=1.C1C=CC(/C=C/C(/C=C/C2C=CC=CC=2)=O)=CC=1.[Pd].[Pd].O1CCOCC1>[CH3:64][CH:63]([N:66]1[CH2:71][CH2:70][N:69]([C:4]2[CH:9]=[CH:8][C:7]([O:10][CH3:11])=[C:6]([N+:12]([O-:14])=[O:13])[CH:5]=2)[CH2:68][CH2:67]1)[CH3:65] |f:3.4.5,8.9.10.11.12|. Reported procedure: To an N2 degassed solution of 1,4-dioxane (50 mL, Aldrich) was added 4-bromo-1-(methyloxy)-2-nitrobenzene (1.0 g, 4.31 mmol, Aldrich), XANTPHOS (0.74 g, 1.28 mmol, Aldrich), Pd2(dba)3(0.79 g, 0.86 mmol, Aldrich), Cs2CO3 (2.8 g, 8.63 mmol, Aldrich), and 1-isopropylpiperazine (1.10 g, 8.6 mmol, Oakwood Chemicals). After heating overnight at 90° C., the reaction was diluted with ethyl acetate (50 mL), washed with water (50 mL), organic layer adsorbed to silica gel and purified by column chromatogra... Starting materials: ClC1=CC=C2C(=CC=NC2=C1)NC[C@@H](C)N ((2R)-N1 -(7-chloro-quinolin-4-yl)-propane-1,2-diamine), CN(C1=CC=C(C=O)C=C1)C (4-dimethylamino-benzaldehyde), [BH4-].[Na+] (sodium borohydride), C(C)(=O)O (acetic acid). Run in C(C)O (ethanol). Procedure details: 0.35 g of (2R)-N1 -(7-chloro-quinolin-4-yl)-propane-1,2-diamine (see Example 118) and 0.22g of 4-dimethylamino-benzaldehyde were boiled under reflux in 50 ml of ethanol overnight. After evaporation of the solvent the residue was again taken up in 20 ml of ethanol, 0.05 g of sodium borohydride was added thereto and the mixture was left to react at room temperature overnight. The excess sodium borohydride was then decomposed by the addition of 5 ml of glacial acetic acid and the solvent was evapor... RXN SMILES: [Cl:1][C:2]1[CH:11]=[C:10]2[C:5]([C:6]([NH:12][CH2:13][C@H:14]([NH2:16])[CH3:15])=[CH:7][CH:8]=[N:9]2)=[CH:4][CH:3]=1.[CH3:17][N:18]([CH3:27])[C:19]1[CH:26]=[CH:25][C:22]([CH:23]=O)=[CH:21][CH:20]=1.[BH4-].[Na+].C(O)(=O)C>C(O)C>[ClH:1].[ClH:1].[ClH:1].[Cl:1][C:2]1[CH:11]=[C:10]2[C:5]([C:6]([NH:12][CH2:13][C@H:14]([NH:16][CH2:23][C:22]3[CH:25]=[CH:26][C:19]([N:18]([CH3:27])[CH3:17])=[CH:20][CH:21]=3)[CH3:15])=[CH:7][CH:8]=[N:9]2)=[CH:4][CH:3]=1 |f:2.3,6.7.8.9|. Yields the product Cl.Cl.Cl.ClC1=CC=C2C(=CC=NC2=C1)NC[C@@H](C)NCC1=CC=C(C=C1)N(C)C ((2R)-N1 -(7-Chloro-quinolin-4-yl)-N2 -(4-dimethylamino-benzyl)-propane-1,2-diamine trihydrochloride). The reactants are CN(C=O)C (dimethylformamide), CN (methylamine), C(=O)(Cl)Cl (phosgene), ClC=1C=C(C=CC1)CC(CC1=CC(=CC=C1)Cl)=O (1,3-bis(3-chlorophenyl)-2-propanone). Solvent: C(Cl)(Cl)Cl (chloroform), C(Cl)(Cl)Cl (chloroform). Reaction conditions: time 3 hour. Product: ClC=1C=C(C=CC1)C1=CN(C=C(C1=O)C1=CC(=CC=C1)Cl)C (3,5-bis(3-chlorophenyl)-1-methyl-4(1H)-pyridone). RXN SMILES: [CH3:1][N:2]([CH3:5])[CH:3]=O.C(Cl)(Cl)=O.[Cl:10][C:11]1[CH:12]=[C:13]([CH2:17][C:18](=[O:27])[CH2:19][C:20]2[CH:25]=[CH:24][CH:23]=[C:22]([Cl:26])[CH:21]=2)[CH:14]=[CH:15][CH:16]=1.CN>C(Cl)(Cl)Cl>[Cl:10][C:11]1[CH:12]=[C:13]([C:17]2[C:18](=[O:27])[C:19]([C:20]3[CH:25]=[CH:24][CH:23]=[C:22]([Cl:26])[CH:21]=3)=[CH:3][N:2]([CH3:5])[CH:1]=2)[CH:14]=[CH:15][CH:16]=1. Procedure: The aminoformylating reagent was made by adding 30 g. of dimethylformamide dropwise to 20 g. of phosgene in 150 ml. of chloroform at 0° C. A 10 g. portion of 1,3-bis(3-chlorophenyl)-2-propanone in 50 ml. of chloroform was then added. The mixture was stirred for 3 hours, after which 50 ml. of 40% aqueous methylamine was added. Chloroform was then evaporated from the mixture, and 200 ml. of ethanol and 50 ml. of additional 40% aqueous methylamine were added. The mixture was then stirred under refl... Reactants: COC(=O)C1=NC(=CC(=C1Cl)N)C1=C(C(=C(C=C1)Cl)OCC(F)F)F (4-amino-3-chloro-6-(4-chloro-2-fluoro-3-(2,2-difluoroethoxy)phenyl)pyridine-2-carboxylic acid methyl ester), Cl (hydrochloric acid). Run in CO (methanol), [OH-].[Na+] (sodium hydroxide). Product: NC1=C(C(=NC(=C1)C1=C(C(=C(C=C1)Cl)OCC(F)F)F)C(=O)O)Cl (4-amino-3-chloro-6-(4-chloro-2-fluoro-3-(2,2-difluoroethoxy)phenyl)pyridine-2-carboxylic acid). Isolated yield 87.5%. As a reaction SMILES: C[O:2][C:3]([C:5]1[C:10]([Cl:11])=[C:9]([NH2:12])[CH:8]=[C:7]([C:13]2[CH:18]=[CH:17][C:16]([Cl:19])=[C:15]([O:20][CH2:21][CH:22]([F:24])[F:23])[C:14]=2[F:25])[N:6]=1)=[O:4].Cl>CO.[OH-].[Na+]>[NH2:12][C:9]1[CH:8]=[C:7]([C:13]2[CH:18]=[CH:17][C:16]([Cl:19])=[C:15]([O:20][CH2:21][CH:22]([F:24])[F:23])[C:14]=2[F:25])[N:6]=[C:5]([C:3]([OH:4])=[O:2])[C:10]=1[Cl:11] |f:3.4|. Procedure details: A solution of 4-amino-3-chloro-6-(4-chloro-2-fluoro-3-(2,2-difluoroethoxy)phenyl)pyridine-2-carboxylic acid methyl ester (0.300 g, 0.0008 mol) in methanol (5 mL) and sodium hydroxide (1N, 2 mL) was heated to reflux 1 hour and then acidified to pH 3 (concentrated hydrochloric acid) and allowed to cool. The resulting solid was collected and dried to give 4-amino-3-chloro-6-(4-chloro-2-fluoro-3-(2,2-difluoroethoxy)phenyl)pyridine-2-carboxylic acid (0.270 g, 0.0007 mol): mp 183-184° C. dec. Starting materials: ClC=1C=C2C(C3C(C4N(C(C3)CC4)C)C2=CC1)=O (7-chloro- 1,2,3,4,4a,9b-hexahydro-2-methyl-5H-1,3-ethanoindeno-[1,2-c]pyridin-5-one), C(Cl)Cl (methylene chloride), C(Cl)Cl (methylene chloride), BrC1=CC=C(C=C1)OC (p-bromo-anisole), [Mg] (magnesium), O1CCCC1 (tetrahydrofuran). Reaction conditions: temperature -50 celsius. The product is COC1=CC=C(C=C1)[Mg]Br (p-methoxyphenyl magnesium bromide). Reaction SMILES: [Br:1]C1C=CC(OC)=CC=1.[Mg:10].C(Cl)Cl.Cl[C:15]1[CH:16]=[C:17]2[C:28](=[CH:29][CH:30]=1)C1C3CCC(CC1C2=O)N3C.[O:32]1[CH2:36]CCC1>>[CH3:36][O:32][C:15]1[CH:16]=[CH:17][C:28]([Mg:10][Br:1])=[CH:29][CH:30]=1. Reported procedure: A solution of p-methoxyphenyl magnesium bromide was prepared from p-bromo-anisole (18.5 g) and magnesium (2.5 g)in tetrahydrofuran (50 ml). The solution was cooled to -40° to -50° C. and methylene chloride (25 ml) was added followed by a solution of 7-chloro- 1,2,3,4,4a,9b-hexahydro-2-methyl-5H-1,3-ethanoindeno-[1,2-c]pyridin-5-one (9.16 g) (compound (2))in methylene chloride (40 ml). The solution was stirred first at -50° C. then overnight at 0° C.